This data is from the Open Reaction Database (ORD), a public repository of structured organic reaction records. The task is: describe an organic reaction: reactants, conditions, products, and yield The reactants are C(C)N(C(C)C)C(C)C (N-Ethyl-N,N-diisopropylamine), BrC=1C=NC(=NC1)Cl (5-bromo-2-chloropyrimidine), N1CC(CC1)CC(=O)OC(C)(C)C (tert-butyl 2-(pyrrolidin-3-yl)acetate). The solvent is FC(C1=CC=CC=C1)(F)F (α,α,α-trifluorotoluene), C(Cl)Cl (methylene chloride). Conditions: temperature 120 celsius. The product is BrC=1C=NC(=NC1)N1CC(CC1)CC(=O)OC(C)(C)C (tert-butyl 2-(1-(5-bromopyrimidin-2-yl)pyrrolidin-3-yl)acetate). Isolated yield 69.0%. As a reaction SMILES: C(N(C(C)C)C(C)C)C.[Br:10][C:11]1[CH:12]=[N:13][C:14](Cl)=[N:15][CH:16]=1.[NH:18]1[CH2:22][CH2:21][CH:20]([CH2:23][C:24]([O:26][C:27]([CH3:30])([CH3:29])[CH3:28])=[O:25])[CH2:19]1>FC(F)(F)C1C=CC=CC=1.C(Cl)Cl>[Br:10][C:11]1[CH:12]=[N:13][C:14]([N:18]2[CH2:22][CH2:21][CH:20]([CH2:23][C:24]([O:26][C:27]([CH3:30])([CH3:29])[CH3:28])=[O:25])[CH2:19]2)=[N:15][CH:16]=1. Procedure details: N-Ethyl-N,N-diisopropylamine (1.80 mL, 10.34 mmol) was added dropwise at room temperature to a solution of 5-bromo-2-chloropyrimidine B-5 (1.00 g, 5.17 mmol) and tert-butyl 2-(pyrrolidin-3-yl)acetate (1.00 g, 5.40 mmol) in anhydrous α,α,α-trifluorotoluene (10.2 mL) under an argon atmosphere, in a 20 mL microwave reactor vial. The reaction mixture was sealed and heated at 120° C. for 30 mins under microwave irradiation, then successively cooled to room temperature, diluted with methylene chloride... The reactants are C(C1=CC=CC=C1)OC[C@@H](C)OC1=NC=CC=C1Br ((R)-2-((1-(benzyloxy)propan-2-yl)oxy)-3-bromopyridine), B(Br)(Br)Br (BBr3), C(=O)(O)[O-].[Na+] (NaHCO3). Run in C(Cl)Cl (DCM). Conditions: time 3 hour. Product: BrC=1C(=NC=CC1)O[C@@H](CO)C ((R)-2-((3-Bromopyridin-2-yl)oxy)propan-1-ol). As a reaction SMILES: C([O:8][CH2:9][C@H:10]([O:12][C:13]1[C:18]([Br:19])=[CH:17][CH:16]=[CH:15][N:14]=1)[CH3:11])C1C=CC=CC=1.B(Br)(Br)Br.C([O-])(O)=O.[Na+]>C(Cl)Cl>[Br:19][C:18]1[C:13]([O:12][C@H:10]([CH3:11])[CH2:9][OH:8])=[N:14][CH:15]=[CH:16][CH:17]=1 |f:2.3|. Procedure details: To a stirred solution of (R)-2-((1-(benzyloxy)propan-2-yl)oxy)-3-bromopyridine (2.4 g, 7.5 mmol) in dry DCM (10 mL) was added BBr3 (7.5 mL, 22 mmol, 3 M in DCM) at −78 Celsius in a drop-wise manner and stirring continued for 3 h. The reaction mixture was warmed to rt and the pH adjusted to −7-8 with sat. NaHCO3 (30 mL). The mixture was extracted with DCM (2×10 mL), and the combined extracts dried over Na2SO4, filtered, concentrated to dryness. The crude product was purified by FCC to provide the... Starting materials: CCOP(=O)(CP(=O)(OCC)OCC)OCC, CN(C)C=O, [H-], [Na+], O, Cc1oc(-c2ccco2)nc1COc1ccc(COc2nn(-c3ccccc3)cc2C=O)cn1. Yields the product CCOP(=O)(C=Cc1cn(-c2ccccc2)nc1OCc1ccc(OCc2nc(-c3ccco3)oc2C)nc1)OCC. As a reaction SMILES: [CH2:35]([P:36](=[O:37])([O:38][CH2:39][CH3:40])[O:41][CH2:42][CH3:43])[P:44]([O:45][CH2:46][CH3:47])([O:48][CH2:49][CH3:50])=[O:51].[CH3:52][N:53]([CH3:54])[CH:55]=[O:56].[H-:57].[Na+:58].[OH2:59].[o:1]1[c:2](-[c:6]2[o:7][c:8]([CH3:34])[c:9]([CH2:11][O:12][c:13]3[cH:14][cH:15][c:16]([CH2:19][O:20][c:21]4[n:22][n:23](-[c:28]5[cH:29][cH:30][cH:31][cH:32][cH:33]5)[cH:24][c:25]4[CH:26]=[O:27])[cH:17][n:18]3)[n:10]2)[cH:3][cH:4][cH:5]1>>[o:1]1[c:2](-[c:6]2[o:7][c:8]([CH3:34])[c:9]([CH2:11][O:12][c:13]3[cH:14][cH:15][c:16]([CH2:19][O:20][c:21]4[n:22][n:23](-[c:28]5[cH:29][cH:30][cH:31][cH:32][cH:33]5)[cH:24][c:25]4[CH:26]=[CH:35][P:44]([O:45][CH2:46][CH3:47])([O:48][CH2:49][CH3:50])=[O:51])[cH:17][n:18]3)[n:10]2)[cH:3][cH:4][cH:5]1. Starting materials: FC1=C(C#N)C(=CC=C1)F (2,6-Difluorobenzonitrile), C(=O)(OC(C)(C)C)N1CCNCC1 (1-Boc-piperazine), [H-].[Na+] (sodium hydride). The solvent is CN(C)C=O (DMF), CN(C)C=O (DMF), ice water. Reaction conditions: time 3 hour. The product is C(C)(C)(C)OC(=O)N1CCN(CC1)C1=C(C(=CC=C1)F)C#N (4-(2-Cyano-3-fluorophenyl)piperazine-1-carboxylic acid tert-butyl ester). Isolated yield 75.4%. RXN SMILES: [H-].[Na+].[C:3]([N:10]1[CH2:15][CH2:14][NH:13][CH2:12][CH2:11]1)([O:5][C:6]([CH3:9])([CH3:8])[CH3:7])=[O:4].[F:16][C:17]1[CH:24]=[CH:23][CH:22]=[C:21](F)[C:18]=1[C:19]#[N:20]>CN(C=O)C>[C:6]([O:5][C:3]([N:10]1[CH2:11][CH2:12][N:13]([C:21]2[CH:22]=[CH:23][CH:24]=[C:17]([F:16])[C:18]=2[C:19]#[N:20])[CH2:14][CH2:15]1)=[O:4])([CH3:9])([CH3:8])[CH3:7] |f:0.1|. Procedure details: In a round bottom flask, sodium hydride (60%) (2.40 g; 60 mmol) was suspended in DMF (25 mL) and cooled in an ice water bath under nitrogen. 1-Boc-piperazine (9.53 g; 50.6 mmol) was added in small portions to the reaction mixture at 0° C. over 30 minutes. The mixture was allowed to stir at room temperature for 3 hours and the recooled to 0° C. 2,6-Difluorobenzonitrile (8.57 g; 60 mmol) was added to the reaction mixture in DMF (10 mL) over 45 minutes. The mixture was stirred at room temperature f... The reactants are Cc1cccc(N2CCNCC2C)c1, CCN(C(C)C)C(C)C, CCCc1cc(CCC=O)nn1-c1ccccc1. Yields the product CCCc1cc(CCCN2CCN(c3cccc(C)c3)C(C)C2)nn1-c1ccccc1. Reaction SMILES: [CH3:19][CH:20]1[N:21]([c:26]2[cH:27][c:28]([CH3:32])[cH:29][cH:30][cH:31]2)[CH2:22][CH2:23][NH:24][CH2:25]1.[CH:33]([N:34]([CH2:35][CH3:36])[CH:37]([CH3:38])[CH3:39])([CH3:40])[CH3:41].[c:1]1(-[n:7]2[n:8][c:9]([CH2:15][CH2:16][CH:17]=[O:18])[cH:10][c:11]2[CH2:12][CH2:13][CH3:14])[cH:2][cH:3][cH:4][cH:5][cH:6]1>>[c:1]1(-[n:7]2[n:8][c:9]([CH2:15][CH2:16][CH2:17][N:24]3[CH2:23][CH2:22][N:21]([c:26]4[cH:27][c:28]([CH3:32])[cH:29][cH:30][cH:31]4)[CH:20]([CH3:19])[CH2:25]3)[cH:10][c:11]2[CH2:12][CH2:13][CH3:14])[cH:2][cH:3][cH:4][cH:5][cH:6]1. The reactants are CC(=O)Cl, O=C1Nc2ccccc2Nc2cscc21, c1ccccc1. The product is CC(=O)N1c2ccccc2NC(=O)c2cscc21. As a reaction SMILES: [CH3:16][C:17]([Cl:18])=[O:19].[cH:1]1[s:2][cH:3][c:4]2[c:10]1[C:9](=[O:11])[NH:8][c:7]1[c:6]([cH:15][cH:14][cH:13][cH:12]1)[NH:5]2.[cH:20]1[cH:21][cH:22][cH:23][cH:24][cH:25]1>>[cH:1]1[s:2][cH:3][c:4]2[c:10]1[C:9](=[O:11])[NH:8][c:7]1[c:6]([cH:15][cH:14][cH:13][cH:12]1)[N:5]2[C:17]([CH3:16])=[O:19]. Yield: 88.8%. Procedure details: A solution of 0.873 mg (2 mmol) (2S,4S)-4-chloro-2-(2,4,5-trifluoro-benzyloxymethyl)-pyrrolidine-1-carboxylic acid tert-butyl ester was dissolved in 20 ml DMF and after the addition of 0.343 mg (3 mmol) potassium thioacetate heated for 2.5 h at 100° C. Evaporation and flash-chromatography on silica gel (toluene/CH3CN 95:5) gave 0.745 g (89%) of (2R,4S)-4-acetylsulfanyl-2-(2,4,5-trifluoro-benzyloxymethyl)-pyrrolidine-1-carboxylic acid tert-butyl ester, MS: 420 (MH+). The reactants are C(C)(C)(C)OC(=O)N1[C@@H](C[C@@H](C1)Cl)COCC1=C(C=C(C(=C1)F)F)F ((2S,4S)-4-chloro-2-(2,4,5-trifluoro-benzyloxymethyl)-pyrrolidine-1-carboxylic acid tert-butyl ester), C(C)(=S)[O-].[K+] (potassium thioacetate). Conditions: temperature 100 celsius. Run in CN(C)C=O (DMF). Yields the product C(C)(C)(C)OC(=O)N1[C@H](C[C@@H](C1)SC(C)=O)COCC1=C(C=C(C(=C1)F)F)F ((2R,4S)-4-acetylsulfanyl-2-(2,4,5-trifluoro-benzyloxymethyl)-pyrrolidine-1-carboxylic acid tert-butyl ester). RXN SMILES: [C:1]([O:5][C:6]([N:8]1[CH2:12][C@@H:11](Cl)[CH2:10][C@H:9]1[CH2:14][O:15][CH2:16][C:17]1[CH:22]=[C:21]([F:23])[C:20]([F:24])=[CH:19][C:18]=1[F:25])=[O:7])([CH3:4])([CH3:3])[CH3:2].[C:26]([O-:29])(=[S:28])[CH3:27].[K+]>CN(C=O)C>[C:1]([O:5][C:6]([N:8]1[CH2:12][C@@H:11]([S:28][C:26](=[O:29])[CH3:27])[CH2:10][C@@H:9]1[CH2:14][O:15][CH2:16][C:17]1[CH:22]=[C:21]([F:23])[C:20]([F:24])=[CH:19][C:18]=1[F:25])=[O:7])([CH3:4])([CH3:3])[CH3:2] |f:1.2|.